The task is: describe an organic reaction: reactants, conditions, products, and yield. This data is from the Open Reaction Database (ORD), a public repository of structured organic reaction records. Reactants: CCO, CC1(c2ccc3cc(OC4CCC(C(C)(F)F)CC4)ccc3c2)COC(=O)N1, O. The product is CC(N)(CO)c1ccc2cc(OC3CCC(C(C)(F)F)CC3)ccc2c1. As a reaction SMILES: [CH3:29][CH2:30][OH:31].[F:1][C:2]([CH3:3])([F:4])[CH:5]1[CH2:6][CH2:7][CH:8]([O:11][c:12]2[cH:13][c:14]3[cH:15][cH:16][c:17]([C:22]4([CH3:28])[NH:23][C:24](=[O:27])[O:25][CH2:26]4)[cH:18][c:19]3[cH:20][cH:21]2)[CH2:9][CH2:10]1.[OH2:32]>>[F:1][C:2]([CH3:3])([F:4])[CH:5]1[CH2:6][CH2:7][CH:8]([O:11][c:12]2[cH:13][c:14]3[cH:15][cH:16][c:17]([C:22]([NH2:23])([CH2:26][OH:25])[CH3:28])[cH:18][c:19]3[cH:20][cH:21]2)[CH2:9][CH2:10]1. The reactants are COc1ccc(C(O)CNCc2cccc(OC)c2OC)cc1OC, O=C(O)C(F)(F)F, O=S(=O)(O)O. Product: COc1ccc(C2CNCc3c2ccc(OC)c3OC)cc1OC. As a reaction SMILES: [CH3:1][O:2][c:3]1[c:4]([CH2:5][NH:6][CH2:7][CH:8]([c:9]2[cH:10][c:11]([O:17][CH3:18])[c:12]([O:15][CH3:16])[cH:13][cH:14]2)[OH:19])[cH:20][cH:21][cH:22][c:23]1[O:24][CH3:25].[OH:31][C:32]([C:33]([F:34])([F:35])[F:36])=[O:37].[S:26](=[O:27])(=[O:28])([OH:29])[OH:30]>>[CH3:1][O:2][c:3]1[c:4]2[c:20]([cH:21][cH:22][c:23]1[O:24][CH3:25])[CH:8]([c:9]1[cH:10][c:11]([O:17][CH3:18])[c:12]([O:15][CH3:16])[cH:13][cH:14]1)[CH2:7][NH:6][CH2:5]2. The reactants are S(O)(O)(=O)=O (sulfuric acid), BrCCCCCCCCCCC(=O)O (11-bromoundecanoic acid), NC(=S)N (thiourea), [OH-].[Na+] (sodium hydroxide). The solvent is O (water). Yields the product SCCCCCCCCCCC(=O)O (11-mercaptoundecanoic acid). The yield is 94.1%. RXN SMILES: Br[CH2:2][CH2:3][CH2:4][CH2:5][CH2:6][CH2:7][CH2:8][CH2:9][CH2:10][CH2:11][C:12]([OH:14])=[O:13].NC(N)=[S:17].[OH-].[Na+].S(=O)(=O)(O)O>O>[SH:17][CH2:2][CH2:3][CH2:4][CH2:5][CH2:6][CH2:7][CH2:8][CH2:9][CH2:10][CH2:11][C:12]([OH:14])=[O:13] |f:2.3|. Procedure details: 4 g (15.09 mmol) 11-bromoundecanoic acid is added along with 1.505 g thiourea (19.82 mmol) and 15 ml water to a round botton flask, and the mixture is refluxed for 3 hours. 10.2 ml 3M sodium hydroxide (30.6 mmol) was then added and the mixture was refluxed for one additional hour. The reaction mixture was cooled in an ice bath, and dilute sulfuric acid was added dropwise until the solution had a pH of about 2. The cloudy solution was then extracted with ether (2×25 ml), dried over anhydrous MgSO... The reactants are NS(=O)(=O)NCc1ccccc1, CS(C)=O, CO, CCN(C(C)C)C(C)C, Clc1ccc(-c2c(Cl)ncnc2Cl)cc1, [K]. Product: O=S(=O)(NCc1ccccc1)Nc1ncnc(Cl)c1-c1ccc(Cl)cc1. Reaction SMILES: [CH2:26]([c:27]1[cH:28][cH:29][cH:30][cH:31][cH:32]1)[NH:33][S:34]([NH2:35])(=[O:36])=[O:37].[CH3:38][S:39]([CH3:40])=[O:41].[CH3:42][OH:43].[CH:16]([N:17]([CH:18]([CH3:19])[CH3:20])[CH2:21][CH3:22])([CH3:23])[CH3:24].[Cl:1][c:2]1[n:3][cH:4][n:5][c:6]([Cl:15])[c:7]1-[c:8]1[cH:9][cH:10][c:11]([Cl:14])[cH:12][cH:13]1.[K:25]>>[c:2]1([NH:35][S:34]([NH:33][CH2:26][c:27]2[cH:28][cH:29][cH:30][cH:31][cH:32]2)(=[O:36])=[O:37])[n:3][cH:4][n:5][c:6]([Cl:15])[c:7]1-[c:8]1[cH:9][cH:10][c:11]([Cl:14])[cH:12][cH:13]1. Reactants: CO, C(=C1CCCc2cccnc21)c1ccccc1, O, O=[O+][O-]. RXN SMILES: [CH3:22][OH:23].[CH:1]([c:2]1[cH:3][cH:4][cH:5][cH:6][cH:7]1)=[C:8]1[CH2:9][CH2:10][CH2:11][c:12]2[cH:13][cH:14][cH:15][n:16][c:17]21.[O:18].[O:19]=[O+:20][O-:21]>>[C:8]1(=[O:19])[CH2:9][CH2:10][CH2:11][c:12]2[cH:13][cH:14][cH:15][n:16][c:17]21. Yields the product O=C1CCCc2cccnc21. Starting materials: [OH-].[Na+] (sodium hydroxide), S(=O)([O-])[O-].[Na+].[Na+] (sodium sulfite), Cl (hydrochloric acid), BrBr (bromine), CC12CCCC3=CC(=CC(CCC1)=C32)C(C)=O (1-(6a-methyl-5,6,6a,7,8,9-hexahydro-4H-2-phenalenyl)ethanone). Run in O1CCOCC1 (1,4-dioxane), O (water), O1CCOCC1 (1,4-dioxane). Reaction conditions: temperature 0 celsius, time 1 hour. The product is CC12CCCC3=CC(=CC(CCC1)=C32)C(=O)O (6a-Methyl-5,6,6a,7,8,9-hexahydro-4H-2-phenalenecarboxylic acid). Isolated yield 81.0%. Reaction SMILES: [OH-].[Na+].BrBr.[CH3:5][C:6]12[C:18]3[C:10](=[CH:11][C:12]([C:19](=[O:21])C)=[CH:13][C:14]=3[CH2:15][CH2:16][CH2:17]1)[CH2:9][CH2:8][CH2:7]2.S([O-])([O-])=[O:23].[Na+].[Na+].Cl>O1CCOCC1.O>[CH3:5][C:6]12[C:18]3[C:14](=[CH:13][C:12]([C:19]([OH:23])=[O:21])=[CH:11][C:10]=3[CH2:9][CH2:8][CH2:7]1)[CH2:15][CH2:16][CH2:17]2 |f:0.1,4.5.6|. Procedure: 2.5 N Aqueous sodium hydroxide (9.3 ml) was cooled to 0° C., slowly added with bromine (0.30 ml), and then diluted with 1,4-dioxane (10 ml) to obtain a yellow solution. A solution of 1-(6a-methyl-5,6,6a,7,8,9-hexahydro-4H-2-phenalenyl)ethanone (0.409 g) in water (5 ml) and 1,4-dioxane (10 ml) was cooled to 0° C., and slowly added with the yellow solution prepared above, and the mixture was stirred at 0° C. for 30 minutes and at room temperature for 1 hour. The reaction mixture was cooled to 0° C... The reactants are C(=O)C1=CC=C(C=C1)C1=CC(=CC=C1)CNC(OC(C)(C)C)=O (tert-butyl (4′-formyl-biphenyl-3-ylmethyl)carbamate), S1C(NC(C1)=O)=O (2,4-thiazolidine dione). Yields the product O=C1SC(C(N1)=O)=CC1=CC=C(C=C1)C1=CC(=CC=C1)CNC(OC(C)(C)C)=O (tert-Butyl [4′-(2,4-dioxothiazolidin-5-ylidenemethyl)biphenyl-3-ylmethyl]carbamate). Isolated yield 91.4%. Reaction SMILES: [CH:1]([C:3]1[CH:8]=[CH:7][C:6]([C:9]2[CH:14]=[CH:13][CH:12]=[C:11]([CH2:15][NH:16][C:17](=[O:23])[O:18][C:19]([CH3:22])([CH3:21])[CH3:20])[CH:10]=2)=[CH:5][CH:4]=1)=O.[S:24]1[CH2:28][C:27](=[O:29])[NH:26][C:25]1=[O:30]>>[O:30]=[C:25]1[NH:26][C:27](=[O:29])[C:28](=[CH:1][C:3]2[CH:4]=[CH:5][C:6]([C:9]3[CH:14]=[CH:13][CH:12]=[C:11]([CH2:15][NH:16][C:17](=[O:23])[O:18][C:19]([CH3:21])([CH3:20])[CH3:22])[CH:10]=3)=[CH:7][CH:8]=2)[S:24]1. Reported procedure: In a manner similar to that of Example 1(f) by reacting 7.4 g (24 mmol) of tert-butyl (4′-formyl-biphenyl-3-ylmethyl)carbamate (prepared as in Example 1(e) from tert-butyl (3-bromo benzyl)carbamate)with 2.8 g (24 mmol) of 2,4-thiazolidine dione, 9 g (95%) of the expected product are obtained. Reactants: FC(C=1C=C(C=O)C=CC1)(F)F (3-(trifluoromethyl)benzaldehyde), CC(C(C(=O)N[C@H]1CC[C@@H]2CNC[C@@H]21)C2=CC=CC=C2)C (3-Methyl-N-[(3aR,4S,6aS)-octahydrocyclopenta[c]pyrrol-4-yl]-2-phenylbutanamide), C1(CCCCC1)C(C(=O)N[C@H]1CC[C@H]2CNC[C@H]21)C2CCCCC2 (2,2-dicyclohexyl-N-[(3aS,4S,6aR)-octahydrocyclopenta[c]pyrrol-4-yl]acetamide). Yields the product CC(C(C(=O)N[C@H]1CC[C@@H]2CN(C[C@@H]21)CC2=C(C=CC=C2)C)C2=CC=CC=C2)C (3-methyl-N-[(3aR,4S,6aS)-2-(2-methylbenzyl)octahydrocyclopenta[c]pyrrol-4-yl]-2-phenylbutanamide). As a reaction SMILES: FC(F)(F)[C:3]1[CH:4]=[C:5]([CH:8]=[CH:9][CH:10]=1)[CH:6]=O.[CH3:13][CH:14]([CH3:33])[CH:15]([C:27]1[CH:32]=[CH:31][CH:30]=[CH:29][CH:28]=1)[C:16]([NH:18][C@@H:19]1[C@@H:26]2[C@@H:22]([CH2:23][NH:24][CH2:25]2)[CH2:21][CH2:20]1)=[O:17].[CH:34]1(C(C2CCCCC2)C(N[C@@H]2[C@H]3[C@H](CNC3)CC2)=O)CCCCC1>>[CH3:13][CH:14]([CH3:33])[CH:15]([C:27]1[CH:28]=[CH:29][CH:30]=[CH:31][CH:32]=1)[C:16]([NH:18][C@@H:19]1[C@@H:26]2[C@@H:22]([CH2:23][N:24]([CH2:34][C:4]3[CH:3]=[CH:10][CH:9]=[CH:8][C:5]=3[CH3:6])[CH2:25]2)[CH2:21][CH2:20]1)=[O:17]. Procedure: The title compound was prepared by substituting 2-methylbenzaldehyde for 3-(trifluoromethyl)benzaldehyde and 3-methyl-N-[(3aR,4S,6aS)-octahydrocyclopenta[c]pyrrol-4-yl]-2-phenylbutanamide from Example 83 Step A for 2,2-dicyclohexyl-N-[(3aS,4S,6aR)-octahydrocyclopenta[c]pyrrol-4-yl]acetamide in the procedure described for Example 54: 1H NMR (500 MHz, pyridine-d5) δ ppm 8.57-8.51 (m, 1H), 7.63 (dd, J=3.5, 7.1, 2H), 7.43-7.36 (m, 1H), 7.36-7.30 (m, 3H), 7.25 (dd, J=6.9, 9.6, 2H), 7.20-7.13 (m, J=10... Reactants: ON=C(C1=CC=CC=C1)C1=NN=NN1C (N-hydroxy-1-(1-methyl-1H-tetrazol-5-yl)-1-phenylmethanimine), C([O-])([O-])=O.[Cs+].[Cs+] (cesium carbonate), [I-].[Na+] (sodium iodide), BrC=1SC=C(N1)CBr (2-Bromo-4-bromomethyl-thiazole). Run in C(C)(=O)OCC (ethyl acetate), C(C)#N (acetonitrile). Conditions: temperature 25 celsius, time 30 minute. Yields the product BrC=1SC=C(N1)CON=C(C1=CC=CC=C1)C1=NN=NN1C (N-[(2-bromo-1,3-thiazol-4-yl)methoxy]-1-(1-methyl-1H-tetrazol-5-yl)-1-phenyl-methanimine). Isolated yield 88.0%. Reaction SMILES: [OH:1][N:2]=[C:3]([C:10]1[N:14]([CH3:15])[N:13]=[N:12][N:11]=1)[C:4]1[CH:9]=[CH:8][CH:7]=[CH:6][CH:5]=1.C(=O)([O-])[O-].[Cs+].[Cs+].[I-].[Na+].[Br:24][C:25]1[S:26][CH:27]=[C:28]([CH2:30]Br)[N:29]=1>C(#N)C.C(OCC)(=O)C>[Br:24][C:25]1[S:26][CH:27]=[C:28]([CH2:30][O:1][N:2]=[C:3]([C:10]2[N:14]([CH3:15])[N:13]=[N:12][N:11]=2)[C:4]2[CH:5]=[CH:6][CH:7]=[CH:8][CH:9]=2)[N:29]=1 |f:1.2.3,4.5|. Reported procedure: To a stirred solution of N-hydroxy-1-(1-methyl-1H-tetrazol-5-yl)-1-phenylmethanimine (2.54 g, 12.5 mmol) in acetonitrile (75 mL), were added cesium carbonate (8.55 g, 26.2 mmol), sodium iodide (187 mg, 1.25 mmol) and 2-Bromo-4-bromomethyl-thiazole (3.53 g, 13.7 mmol). The resulting suspension was stirred at 25° C. for 30 minutes, then at 40° C. for 90 minutes. After cooling, the suspension was diluted with ethyl acetate (80 mL), filtered over a plug of celite, the solvents were evaporated in vac...